This data is from the Open Reaction Database (ORD), a public repository of structured organic reaction records. The task is: describe an organic reaction: reactants, conditions, products, and yield Starting materials: C=C(CBr)C(=O)OC, C1COCCN1, CC#N, [K+], [K+], O=C([O-])[O-]. Yields the product C=C(CN1CCOCC1)C(=O)OC. As a reaction SMILES: [Br:1][CH2:2][C:3]([C:4](=[O:5])[O:6][CH3:7])=[CH2:8].[CH2:15]1[CH2:16][O:17][CH2:18][CH2:19][NH:20]1.[CH3:21][C:22]#[N:23].[K+:10].[K+:9].[O-:11][C:12]([O-:13])=[O:14]>>[CH2:2]([C:3]([C:4](=[O:5])[O:6][CH3:7])=[CH2:8])[N:20]1[CH2:15][CH2:16][O:17][CH2:18][CH2:19]1.